Dataset: the Open Reaction Database (ORD), a public repository of structured organic reaction records. Task: describe an organic reaction: reactants, conditions, products, and yield The reactants are C(C)(C)N(CC)C(C)C (di-isopropyl-ethyl-amine), potassium tert.-butylate, ClC1=NC=NC(=C1C1=CC=C(C=C1)Cl)Cl (4,6-dichloro-5-(4-chloro-phenyl)-pyrimidine), [K].C(C1=CC=CC=C1)NS(N)(=O)=O (benzyl sulfamic acid amide potassium salt). The solvent is CS(=O)C (DMSO), CO (methanol). Run at time 24 hour. Product: ClC1=C(C(=NC=N1)NS(NCC1=CC=CC=C1)(=O)=O)C1=CC=C(C=C1)Cl (benzyl sulfamic acid-[6-chloro-5-(p-chloro-phenyl)-4-pyrimidinyl]-amide). Yield: 44.1%. Reaction SMILES: Cl[C:2]1[C:7]([C:8]2[CH:13]=[CH:12][C:11]([Cl:14])=[CH:10][CH:9]=2)=[C:6]([Cl:15])[N:5]=[CH:4][N:3]=1.C(N(C(C)C)CC)(C)C.[K].[CH2:26]([NH:33][S:34](=[O:37])(=[O:36])[NH2:35])[C:27]1[CH:32]=[CH:31][CH:30]=[CH:29][CH:28]=1>CS(C)=O.CO>[Cl:15][C:6]1[N:5]=[CH:4][N:3]=[C:2]([NH:35][S:34](=[O:36])(=[O:37])[NH:33][CH2:26][C:27]2[CH:32]=[CH:31][CH:30]=[CH:29][CH:28]=2)[C:7]=1[C:8]1[CH:13]=[CH:12][C:11]([Cl:14])=[CH:10][CH:9]=1 |f:2.3,^1:24|. Procedure details: To 4,6-dichloro-5-(4-chloro-phenyl)-pyrimidine (Referential Example 9) (2.59 g) dissolved in DMSO (14 ml) was added di-isopropyl-ethyl-amine (1.8 ml) followed by the addition of benzyl sulfamic acid amide potassium salt (2.25 g) [prepared from the product described in Referential Example 22 and potassium tert.-butylate in methanol followed by the evaporation of the solvent]. The mixture was stirred for 24 h at rt then poured onto water (300 ml) and diethylether (120 ml) was added and the solutio... Starting materials: O (water), Cl (hydrochloric acid), ClCCC(CCC)OC(C1=CC=CC=C1)(C1=CC=CC=C1)C1=CC=CC=C1 (1-chloro-3-triphenylmethoxy hexane), CS(=O)C (dimethylsulfoxide), CS(=O)C (DMSO), CCOCC (ether). Product: C1(=CC=CC=C1)C(OC(CCC#C)CCC)(C1=CC=CC=C1)C1=CC=CC=C1 (5-triphenylmethoxy-1-octyne). Reaction SMILES: Cl[CH2:2][CH2:3][CH:4]([O:8][C:9]([C:22]1[CH:27]=[CH:26][CH:25]=[CH:24][CH:23]=1)([C:16]1[CH:21]=[CH:20][CH:19]=[CH:18][CH:17]=1)[C:10]1[CH:15]=[CH:14][CH:13]=[CH:12][CH:11]=1)[CH2:5][CH2:6][CH3:7].CS(C)=O.O.Cl.[CH3:34][CH2:35]OCC>>[C:10]1([C:9]([C:22]2[CH:27]=[CH:26][CH:25]=[CH:24][CH:23]=2)([C:16]2[CH:21]=[CH:20][CH:19]=[CH:18][CH:17]=2)[O:8][CH:4]([CH2:5][CH2:6][CH3:7])[CH2:3][CH2:2][C:34]#[CH:35])[CH:15]=[CH:14][CH:13]=[CH:12][CH:11]=1. Procedure details: To a stirred solution of 32.2 g. (85 mmoles) of 1-chloro-3-triphenylmethoxyhexane (Example 750a) in 25 ml. of dimethylsulfoxide (DMSO) is added a solution of 9.4 g. (102 mmoles) of lithium acetylide-ethylene diamine complex in 60 ml. of DMSO during 10 minutes while maintaining a temperature of 25°-30° C. After 3.5 hours the mixture is diluted with ether and treated successively with water and 4N hydrochloric acid while cooling in an ice bath. The phases are separated, and the aqueous phase is ex...